Task: describe an organic reaction: reactants, conditions, products, and yield. Dataset: the Open Reaction Database (ORD), a public repository of structured organic reaction records The reactants are BrC=1C=CC2=C(OCCC3=C2SC(=C3)C(=O)N(C)C3=C(C=CC=C3)Cl)C1 (8-bromo-N-(2-chlorophenyl)-N-methyl-4,5-dihydrobenzo[b]thieno[2,3-d]oxepine-2-carboxamide), CC1=C(C=NN1)B1OC(C(O1)(C)C)(C)C (5-methyl-4-(4,4,5,5-tetramethyl-1,3,2-dioxaborolan-2-yl)-1H-pyrazole). Yields the product ClC1=C(C=CC=C1)N(C(=O)C1=CC2=C(C3=C(OCC2)C=C(C=C3)C=3C(=NNC3)C)S1)C (N-(2-chlorophenyl)-N-methyl-8-(3-methyl-1H-pyrazol-4-yl)-4,5-dihydrobenzo[b]thieno[2,3-d]oxepine-2-carboxamide). As a reaction SMILES: Br[C:2]1[CH:3]=[CH:4][C:5]2[C:11]3[S:12][C:13]([C:15]([N:17]([C:19]4[CH:24]=[CH:23][CH:22]=[CH:21][C:20]=4[Cl:25])[CH3:18])=[O:16])=[CH:14][C:10]=3[CH2:9][CH2:8][O:7][C:6]=2[CH:26]=1.[CH3:27][C:28]1[NH:32][N:31]=[CH:30][C:29]=1B1OC(C)(C)C(C)(C)O1>>[Cl:25][C:20]1[CH:21]=[CH:22][CH:23]=[CH:24][C:19]=1[N:17]([CH3:18])[C:15]([C:13]1[S:12][C:11]2[C:5]3[CH:4]=[CH:3][C:2]([C:29]4[C:28]([CH3:27])=[N:32][NH:31][CH:30]=4)=[CH:26][C:6]=3[O:7][CH2:8][CH2:9][C:10]=2[CH:14]=1)=[O:16]. Reported procedure: Following the procedure in Example 93, 8-bromo-N-(2-chlorophenyl)-N-methyl-4,5-dihydrobenzo[b]thieno[2,3-d]oxepine-2-carboxamide was coupled with 5-methyl-4-(4,4,5,5-tetramethyl-1,3,2-dioxaborolan-2-yl)-1H-pyrazole to give 318. MS (ESI) 450.1 Reactants: Cl (HCl), C(C1=CC=CC=C1)OC1=C(C=C(C=C1)[N+](=O)[O-])C(C(=O)O)(C)C (2-(2-benzyloxy-5-nitrophenyl)-2-methylpropionic acid), C(Cl)Cl (methylene chloride), C1(=CC=CC=C1)P(=O)(C1=CC=CC=C1)N=[N+]=[N-] (diphenylphosphorylazide). Solvent: C(Cl)(Cl)Cl (chloroform), C(C)N(CC)CC (triethylamine). Conditions: time 10 hour. Product: C(C1=CC=CC=C1)OC1=C(C=C(C=C1)[N+](=O)[O-])C(C)(C)N (N-(1-(2-benzyloxy-5-nitrophenyl)-1-methylethyl)amine). Isolated yield 75.0%. As a reaction SMILES: [CH2:1]([O:8][C:9]1[CH:14]=[CH:13][C:12]([N+:15]([O-:17])=[O:16])=[CH:11][C:10]=1[C:18]([CH3:23])(C)[C:19](O)=O)[C:2]1[CH:7]=[CH:6][CH:5]=[CH:4][CH:3]=1.C(Cl)Cl.C1(P([N:41]=[N+]=[N-])(C2C=CC=CC=2)=O)C=CC=CC=1.Cl>C(Cl)(Cl)Cl.C(N(CC)CC)C>[CH2:1]([O:8][C:9]1[CH:14]=[CH:13][C:12]([N+:15]([O-:17])=[O:16])=[CH:11][C:10]=1[C:18]([NH2:41])([CH3:23])[CH3:19])[C:2]1[CH:7]=[CH:6][CH:5]=[CH:4][CH:3]=1. Procedure: To a mixture of the compound (1.6 g) obtained in Example 563, methylene chloride (20 ml) and triethylamine (0.92 ml), diphenylphosphorylazide (1.37 ml) was added. The reaction mixture was stirred at room temperature for 10 h and 2 N HCl and chloroform were added. The organic layer was washed with a saturated aqueous sodium chloride solution, dried with anhydrous sodium sulfate and the solvent was distilled off under reduced pressure. To the resulting residue, water (16 ml) and 1,4-dioxane (32 ml...